Dataset: the Open Reaction Database (ORD), a public repository of structured organic reaction records. Task: describe an organic reaction: reactants, conditions, products, and yield Starting materials: C(C)(C)(C)OC(=O)[C@]1(N([C@H]([C@H](C1)C1=NC=CC(=C1)C#N)C1=CN=CS1)C(C1=CC=C(C=C1)C(C)(C)C)=O)CC(C)C (rel-(2S,4S,5R)-1-(4-tert-butylbenzoyl)-2-isobutyl-4-(4-cyanopyridin-2-yl)-5-(1,3-thiazol-5-yl)pyrrolidine-2-carboxylic acid tert butyl ester), C(=O)(C(F)(F)F)O (TFA). The product is C(C)(C)(C)C1=CC=C(C(=O)N2[C@@](C[C@@H]([C@@H]2C2=CN=CS2)C2=NC=CC(=C2)C#N)(C(=O)O)CC(C)C)C=C1 (rel-(2S,4S,5R)-1-(4-tert-Butylbenzoyl)-2-isobutyl-4-(4-cyanopyridin-2-yl)-5-(1,3-thiazol-5-yl)pyrrolidine-2-carboxylic acid). As a reaction SMILES: C([O:5][C:6]([C@:8]1([CH2:38][CH:39]([CH3:41])[CH3:40])[CH2:12][C@H:11]([C:13]2[CH:18]=[C:17]([C:19]#[N:20])[CH:16]=[CH:15][N:14]=2)[C@H:10]([C:21]2[S:25][CH:24]=[N:23][CH:22]=2)[N:9]1[C:26](=[O:37])[C:27]1[CH:32]=[CH:31][C:30]([C:33]([CH3:36])([CH3:35])[CH3:34])=[CH:29][CH:28]=1)=[O:7])(C)(C)C.C(O)(C(F)(F)F)=O>>[C:33]([C:30]1[CH:29]=[CH:28][C:27]([C:26]([N:9]2[C@@H:10]([C:21]3[S:25][CH:24]=[N:23][CH:22]=3)[C@@H:11]([C:13]3[CH:18]=[C:17]([C:19]#[N:20])[CH:16]=[CH:15][N:14]=3)[CH2:12][C@@:8]2([CH2:38][CH:39]([CH3:40])[CH3:41])[C:6]([OH:7])=[O:5])=[O:37])=[CH:32][CH:31]=1)([CH3:35])([CH3:34])[CH3:36]. Reported procedure: The tert-butyl ester from stage A was deprotected with TFA in a similar manner to that described in Example 1. Purification was achieved by reverse phase HPLC on a C18 column using a two-solvent gradient elution with (A) water containing formic acid (0.1%) and (B) acetonitrile-water (95:5 v/v) containing formic acid (0.05%) as the eluents, and analysis of the fractions by electrospray mass spectroscopy. This afforded the title compound as a solid. The reactants are FC(C(=O)O)(F)F (trifluoroacetic acid), ICI (diiodomethane), C(C)OC(=O)C=1C(=NN(C1)C1=NC=CC=C1COC=C)C (3-methyl-1-(3-vinyloxymethyl-pyridin-2-yl)-1H-pyrazole-4-carboxylic acid ethyl ester), C(C)[Zn]CC (diethylzinc), CCCCCC (hexane), Cl (HCl). Solvent: ClCCl (dichloromethane), ClCCl (dichloromethane), ClCCl (dichloromethane), ClCCl (dichloromethane). Conditions: temperature 0 celsius, time 20 minute. Product: C1(CC1)OCC=1C(=NC=CC1)N1N=C(C(=C1)C(=O)OCC)C (ethyl 1-[3-(cyclopropoxymethyl)-2-pyridyl]-3-methyl-pyrazole-4-carboxylate). As a reaction SMILES: [CH2:1]([Zn]CC)C.CCCCCC.FC(F)(F)C(O)=O.ICI.[CH2:22]([O:24][C:25]([C:27]1[C:28]([CH3:42])=[N:29][N:30]([C:32]2[C:37]([CH2:38][O:39][CH:40]=[CH2:41])=[CH:36][CH:35]=[CH:34][N:33]=2)[CH:31]=1)=[O:26])[CH3:23].Cl>ClCCl>[CH:40]1([O:39][CH2:38][C:37]2[C:32]([N:30]3[CH:31]=[C:27]([C:25]([O:24][CH2:22][CH3:23])=[O:26])[C:28]([CH3:42])=[N:29]3)=[N:33][CH:34]=[CH:35][CH:36]=2)[CH2:1][CH2:41]1. Procedure details: 1.0 M diethylzinc in hexane (365.7 mL, 3.5 mmol) is added under nitrogen to dichloromethane (0.9 mL). The solution is cooled to 0° C. and a solution of trifluoroacetic acid (268.4 μL, 3.5 mmol) in dichloromethane (0.9 mL) is added very slowly. After 20 min a solution of diiodomethane (286.1 mL, 3.5 mmol) in dichloromethane (0.9 mL) is added. After an additional 20 min, a solution of 3-methyl-1-(3-vinyloxymethyl-pyridin-2-yl)-1H-pyrazole-4-carboxylic acid ethyl ester (510 mg, 1.8 mmol) in dichlor... Reactants: ClC1=CC=C(C=C1)F (4-Chlorofluorobenzene), C(CN)N (ethylenediamine). Solvent: C(Cl)(Cl)Cl (chloroform). Conditions: temperature 200 celsius, time 2 day. Yields the product NCCNC1=CC=C(C=C1)Cl (N-(2-Aminoethyl)-p-chloroaniline). The yield is 97.0%. As a reaction SMILES: [Cl:1][C:2]1[CH:7]=[CH:6][C:5](F)=[CH:4][CH:3]=1.[CH2:9]([NH2:12])[CH2:10][NH2:11]>C(Cl)(Cl)Cl>[NH2:11][CH2:10][CH2:9][NH:12][C:5]1[CH:6]=[CH:7][C:2]([Cl:1])=[CH:3][CH:4]=1. Reported procedure: 4-Chlorofluorobenzene (92.00 g) and ethylenediamine (290.0 g) were placed in a pressure-resistant stainless-steel reactor. A stirrer was placed in the reactor and the reactor was sealed. Subsequently, the reaction mixture was stirred for 2 days at an external temperature of 200° C. The reaction mixture was allowed to cool, and chloroform (800 ml) was added to the mixture. The mixture was transferred to a separating funnel, washed sequentially with water (200 ml), saturated brine (200 ml), and a ... Reactants: OC=1C=C(C=CC1)C(C)=O (3′-hydroxyacetophenone), C(=O)([O-])[O-].[K+].[K+] (K2CO3), ClC=1C=C(CCl)C=CC1Cl (3,4-Dichlorobenzyl chloride), O (water). Yield: 72.8%. Reagents/catalysts: [I-].[K+] (potassium iodide). Yields the product ClC=1C=C(COC=2C=C(C=CC2)C(C)=O)C=CC1Cl (1-[3-(3,4-dichloro-benzyloxy)-phenyl]-ethanone). Reaction SMILES: [OH:1][C:2]1[CH:3]=[C:4]([C:8](=[O:10])[CH3:9])[CH:5]=[CH:6][CH:7]=1.C([O-])([O-])=O.[K+].[K+].[Cl:17][C:18]1[CH:19]=[C:20]([CH:23]=[CH:24][C:25]=1[Cl:26])[CH2:21]Cl.O>CN(C=O)C.[I-].[K+]>[Cl:17][C:18]1[CH:19]=[C:20]([CH:23]=[CH:24][C:25]=1[Cl:26])[CH2:21][O:1][C:2]1[CH:3]=[C:4]([C:8](=[O:10])[CH3:9])[CH:5]=[CH:6][CH:7]=1 |f:1.2.3,7.8|. Reported procedure: To a solution of 3′-hydroxyacetophenone (19 g) in DMF (400 mL) was added K2CO3 (38.5 g) and the mixture was stirred for 3 hours at room temperature. 3,4-Dichlorobenzyl chloride (32.7 g) and potassium iodide (1.16 g) were added to the reaction mixture and stirred for 48 hours. After completion of the reaction, the mixture was poured into ice and water mixture and stirred for 15 minutes, solid was filtered and washed with water and hexanes. Solid was dissolved in DCM and precipitated by adding hex... Reaction conditions: time 3 hour. Run in CN(C)C=O (DMF). Reported procedure: 5-(Tert-butyl-dimethyl-silyloxy)-2-(7-(tert-butyl-dimethyl-silyloxy)-4-{1-hydroxy-1-[4-(2-pyrrolidin-1-yl-ethoxy)-phenyl]-ethyl}-2H-chromen-3-yl)phenol, prepared as in STEP A above, was dissolved in toluene (8 mL) and treated with diluted HCl (0.4 mL of concentrated HCl:H2O=1:2 v/v). The reaction mixture was vigorously stirred at room temperature for 1.5 h. The mixture was then diluted with water and ethyl acetate. The layers were separated and the organic layer washed successively with saturate... As a reaction SMILES: [C:1]([Si:5]([CH3:50])([CH3:49])[O:6][C:7]1[CH:8]=[CH:9][C:10]([C:14]2[CH2:15][O:16][C:17]3[C:22]([C:23]=2[C:24]([OH:40])([C:26]2[CH:31]=[CH:30][C:29]([O:32][CH2:33][CH2:34][N:35]4[CH2:39][CH2:38][CH2:37][CH2:36]4)=[CH:28][CH:27]=2)[CH3:25])=[CH:21][CH:20]=[C:19]([O:41][Si:42]([C:45]([CH3:48])([CH3:47])[CH3:46])([CH3:44])[CH3:43])[CH:18]=3)=[C:11](O)[CH:12]=1)([CH3:4])([CH3:3])[CH3:2].Cl>C1(C)C=CC=CC=1.O.C(OCC)(=O)C>[C:45]([Si:42]([CH3:44])([CH3:43])[O:41][C:19]1[CH:20]=[CH:21][C:22]2[C:23]3[C:24]([C:26]4[CH:27]=[CH:28][C:29]([O:32][CH2:33][CH2:34][N:35]5[CH2:36][CH2:37][CH2:38][CH2:39]5)=[CH:30][CH:31]=4)([CH3:25])[O:40][C:9]4[CH:8]=[C:7]([O:6][Si:5]([C:1]([CH3:4])([CH3:2])[CH3:3])([CH3:49])[CH3:50])[CH:12]=[CH:11][C:10]=4[C:14]=3[CH2:15][O:16][C:17]=2[CH:18]=1)([CH3:46])([CH3:48])[CH3:47]. The solvent is C1(=CC=CC=C1)C (toluene), O (water), C(C)(=O)OCC (ethyl acetate). The product is C(C)(C)(C)[Si](OC=1C=CC=2C3=C(COC2C1)C=1C=CC(=CC1OC3(C)C3=CC=C(OCCN1CCCC1)C=C3)O[Si](C)(C)C(C)(C)C)(C)C (1-(2-{4-[2,8-bis-(tert-butyl-dimethyl-silyloxy)-5-methyl-5,11-dihydro-chromeno[4,3-c]chromen-5-yl]-phenoxy}-ethyl)-pyrrolidine). Starting materials: C(C)(C)(C)[Si](OC=1C=CC(=C(C1)O)C=1COC2=CC(=CC=C2C1C(C)(C1=CC=C(C=C1)OCCN1CCCC1)O)O[Si](C)(C)C(C)(C)C)(C)C (5-(Tert-butyl-dimethyl-silyloxy)-2-(7-(tert-butyl-dimethyl-silyloxy)-4-{1-hydroxy-1-[4-(2-pyrrolidin-1-yl-ethoxy)-phenyl]-ethyl}-2H-chromen-3-yl)phenol), Cl (HCl). Run at time 1.5 hour. The reactants are COc1ccc(Br)c([N+](=O)[O-])c1, CC(C)(C)P(c1ccccc1-c1ccccc1)C(C)(C)C, C=Cc1ccc(OC)cc1, CC#N, CCN(C(C)C)C(C)C, CC(=O)[O-], CC(=O)[O-], [Pd+2]. Yields the product COc1ccc(C=Cc2ccc(OC)cc2[N+](=O)[O-])cc1. As a reaction SMILES: [Br:1][c:2]1[c:3]([N+:10](=[O:11])[O-:12])[cH:4][c:5]([O:8][CH3:9])[cH:6][cH:7]1.[C:32]([P:33]([C:34]([CH3:35])([CH3:36])[CH3:37])[c:38]1[cH:39][cH:40][cH:41][cH:42][c:43]1-[c:44]1[cH:45][cH:46][cH:47][cH:48][cH:49]1)([CH3:50])([CH3:51])[CH3:52].[CH3:13][O:14][c:15]1[cH:16][cH:17][c:18]([CH:19]=[CH2:20])[cH:21][cH:22]1.[CH3:53][C:54]#[N:55].[CH:23]([N:24]([CH2:25][CH3:26])[CH:27]([CH3:28])[CH3:29])([CH3:30])[CH3:31].[O-:57][C:58]([CH3:59])=[O:60].[O-:61][C:62]([CH3:63])=[O:64].[Pd+2:56]>>[c:2]1([CH:20]=[CH:19][c:18]2[cH:17][cH:16][c:15]([O:14][CH3:13])[cH:22][cH:21]2)[c:3]([N+:10](=[O:11])[O-:12])[cH:4][c:5]([O:8][CH3:9])[cH:6][cH:7]1. Starting materials: COC(=O)c1nc(-c2ccc(Cl)c(OC)c2F)nc(N)c1Br, CCCC[Sn](C#C[Si](C)(C)C)(CCCC)CCCC, ClCCCl, Cl[Pd]Cl, c1ccc(P(c2ccccc2)c2ccccc2)cc1, c1ccc(P(c2ccccc2)c2ccccc2)cc1. Yields the product COC(=O)c1nc(-c2ccc(Cl)c(OC)c2F)nc(N)c1C#C[Si](C)(C)C. As a reaction SMILES: [CH3:1][O:2][C:3](=[O:4])[c:5]1[n:6][c:7](-[c:13]2[c:14]([F:22])[c:15]([O:20][CH3:21])[c:16]([Cl:19])[cH:17][cH:18]2)[n:8][c:9]([NH2:12])[c:10]1[Br:11].[CH3:23][Si:24]([C:25]#[C:26][Sn:27]([CH2:28][CH2:29][CH2:30][CH3:31])([CH2:32][CH2:33][CH2:34][CH3:35])[CH2:36][CH2:37][CH2:38][CH3:39])([CH3:40])[CH3:41].[Cl:42][CH2:43][CH2:44][Cl:45].[Pd:46]([Cl:47])[Cl:48].[c:49]1([P:50]([c:51]2[cH:52][cH:53][cH:54][cH:55][cH:56]2)[c:57]2[cH:58][cH:59][cH:60][cH:61][cH:62]2)[cH:63][cH:64][cH:65][cH:66][cH:67]1.[c:68]1([P:69]([c:70]2[cH:71][cH:72][cH:73][cH:74][cH:75]2)[c:76]2[cH:77][cH:78][cH:79][cH:80][cH:81]2)[cH:82][cH:83][cH:84][cH:85][cH:86]1>>[CH3:1][O:2][C:3](=[O:4])[c:5]1[n:6][c:7](-[c:13]2[c:14]([F:22])[c:15]([O:20][CH3:21])[c:16]([Cl:19])[cH:17][cH:18]2)[n:8][c:9]([NH2:12])[c:10]1[C:26]#[C:25][Si:24]([CH3:23])([CH3:40])[CH3:41]. Starting materials: O=C(O)C=Cc1ccccc1Cl, Cl, Cl, NC1CN2CCC1CC2. Product: O=C(C=Cc1ccccc1Cl)NC1CN2CCC1CC2. RXN SMILES: [Cl:12][c:13]1[c:14]([CH:19]=[CH:20][C:21](=[O:22])[OH:23])[cH:15][cH:16][cH:17][cH:18]1.[ClH:1].[ClH:2].[N:3]12[CH2:4][CH:5]([NH2:11])[CH:6]([CH2:7][CH2:8]1)[CH2:9][CH2:10]2>>[N:3]12[CH2:4][CH:5]([NH:11][C:21]([CH:20]=[CH:19][c:14]3[c:13]([Cl:12])[cH:18][cH:17][cH:16][cH:15]3)=[O:22])[CH:6]([CH2:7][CH2:8]1)[CH2:9][CH2:10]2. The reactants are C(C)OC(CC1=CC(=CC=C1)CN(S(=O)(=O)C)CC1=CC=CC=2OCCOC21)=O ((3-{[(2,3-dihydro-benzo[1,4]dioxin-5-ylmethyl)-methanesulfonyl-amino]-methyl}-phenyl)-acetic acid ethyl ester), [OH-].[Na+] (NaOH). Run in Cl (HCl), CO (MeOH). Run at time 16 hour. The product is O1CCOC2=C1C=CC=C2CN(S(=O)(=O)C)CC=2C=C(C=CC2)CC(=O)O ((3-{[(2,3-Dihydro-benzo[1,4]dioxin-5-ylmethyl)-methanesulfonyl-amino]-methyl}-phenyl)-acetic acid). Isolated yield 84.3%. RXN SMILES: C([O:3][C:4](=[O:29])[CH2:5][C:6]1[CH:11]=[CH:10][CH:9]=[C:8]([CH2:12][N:13]([CH2:18][C:19]2[C:28]3[O:27][CH2:26][CH2:25][O:24][C:23]=3[CH:22]=[CH:21][CH:20]=2)[S:14]([CH3:17])(=[O:16])=[O:15])[CH:7]=1)C.[OH-].[Na+]>CO.Cl>[O:24]1[C:23]2[CH:22]=[CH:21][CH:20]=[C:19]([CH2:18][N:13]([CH2:12][C:8]3[CH:7]=[C:6]([CH2:5][C:4]([OH:29])=[O:3])[CH:11]=[CH:10][CH:9]=3)[S:14]([CH3:17])(=[O:15])=[O:16])[C:28]=2[O:27][CH2:26][CH2:25]1 |f:1.2|. Reported procedure: To a solution of (3-{[(2,3-dihydro-benzo[1,4]dioxin-5-ylmethyl)-methanesulfonyl-amino]-methyl}-phenyl)-acetic acid ethyl ester (210 mg, 0.5 mmol) in MeOH (3 mL) at 0° C. was added aqueous NaOH (2N, 0.5 mL). The reaction was stirred at room temperature for 16 h and was diluted with 1N HCl. The product was extracted into CH2Cl2 and the organic solution was washed with water followed by brine. The organic solution was dried over MgSO4, filtered, and concentrated to provide the title compound (165 m... Starting materials: FC=1C(=C2C(=NC1)NC=C2)CO ((5-fluoro-1H-pyrrolo[2,3-b]pyridin-4-yl)methanol). The reagents and catalysts are [O-2].[O-2].[Mn+4] (Manganese dioxide). The solvent is C1CCOC1 (THF). Conditions: temperature 60 celsius, time 2 hour. Product: FC1=C(C2=C(N=C1)NC=C2)C=O (5-fluoro-1H-pyrrolo[2,3-b]pyridine-4-carbaldehyde). Isolated yield 65.5%. RXN SMILES: [F:1][C:2]1[C:3]([CH2:11][OH:12])=[C:4]2[CH:10]=[CH:9][NH:8][C:5]2=[N:6][CH:7]=1>C1COCC1.[O-2].[O-2].[Mn+4]>[F:1][C:2]1[CH:7]=[N:6][C:5]2[NH:8][CH:9]=[CH:10][C:4]=2[C:3]=1[CH:11]=[O:12] |f:2.3.4|. Procedure details: To a 250 mL round bottom flask equipped with a stirring bar was added (5-fluoro-1H-pyrrolo[2,3-b]pyridin-4-yl)methanol (2.01 g, 12.10 mmol) in THF (100 mL) under nitrogen. Manganese dioxide (10.52 g, 121 mmol) was added and the reaction mixture was stirred at 60° C. for 2 h. The organics were filtered through a pad of Celite, rinsed with EtOAc (100 mL) and concentrated. The resulting solid was triturated with EtOAc (50 mL) and filtered to give the title compound as a light yellow solid (1.3 g, 6...